describe an organic reaction: reactants, conditions, products, and yield From a dataset of the Open Reaction Database (ORD), a public repository of structured organic reaction records. Starting materials: CC1=NC=C(C=C1)OC (2-methyl-5-methoxy-pyridine), S(=O)(=O)([O-])[O-].[Na+].[Na+] (sodium sulphate), ClC=1C=C(C(=O)OO)C=CC1 (m-chloro-peroxy-benzoic acid). Solvent: C(Cl)Cl (DCM). Run at time 48 hour. The product is CC1=[N+](C=C(C=C1)OC)[O-] (2-methyl-5-methoxy-pyridine-N-oxide). Isolated yield 72.2%. As a reaction SMILES: [CH3:1][C:2]1[CH:7]=[CH:6][C:5]([O:8][CH3:9])=[CH:4][N:3]=1.S([O-])([O-])(=O)=[O:11].[Na+].[Na+].ClC1C=C(C=CC=1)C(OO)=O>C(Cl)Cl>[CH3:1][C:2]1[CH:7]=[CH:6][C:5]([O:8][CH3:9])=[CH:4][N+:3]=1[O-:11] |f:1.2.3|. Procedure details: To a solution of 2-methyl-5-methoxy-pyridine (2.93 g, 24 mmol) in DCM (100 mL) was added sodium sulphate (5 g, 35 mmol), followed by m-chloro-peroxy-benzoic acid (10 g, 58 mmol), and mixture was stirred at room temperature for ˜48 hours. The reaction mixture was filtered, and the white solid was washed with DCM. The filtrate was concentrated and purified by normal phase chromatography eluting with a gradient of 1:1 EtOAc/heptane to EtOAc to give 2-methyl-5-methoxy-pyridine-N-oxide (2.41 g, 72%). Reactants: solution, C(C)(C)[N-]C(C)C.[Li+] (lithium diisopropylamide), C1(CCCC1)=O (cyclopentanone), N1N=NC(=C1)CC1=CC=C(C#N)C=C1 (4-[1-(1,2,3-triazolyl)methyl]benzonitrile), O (water). Solvent: O1CCCC1 (tetrahydrofuran), O1CCCC1 (tetrahydrofuran). Conditions: time 0.5 hour. Product: OC1(CCCC1)C(C=1N=NNC1)C1=CC=C(C#N)C=C1 (4-[1-hydroxycyclopent-1-yl-1-(1,2,3-triazolyl)methyl]benzonitrile). Isolated yield 97.5%. Reaction SMILES: [NH:1]1[CH:5]=[C:4]([CH2:6][C:7]2[CH:14]=[CH:13][C:10]([C:11]#[N:12])=[CH:9][CH:8]=2)[N:3]=[N:2]1.C([N-]C(C)C)(C)C.[Li+].[C:23]1(=[O:28])[CH2:27][CH2:26][CH2:25][CH2:24]1.O>O1CCCC1>[OH:28][C:23]1([CH:6]([C:7]2[CH:14]=[CH:13][C:10]([C:11]#[N:12])=[CH:9][CH:8]=2)[C:4]2[N:3]=[N:2][NH:1][CH:5]=2)[CH2:27][CH2:26][CH2:25][CH2:24]1 |f:1.2|. Procedure details: 5 g of 4-[1-(1,2,3-triazolyl)methyl]benzonitrile is dissolved in 100 ml of tetrahydrofuran and combined at -60° with 20 ml of 1.5-molar solution of lithium diisopropylamide in tetrahydrofuran, stirred for 0.5 hour, further stirred for 1 hour at -70° with 2.4 g of cyclopentanone, and heated to 25°. Then the mixture is combined with water, extracted three times with ethyl acetate, washed with water, dried over sodium sulfate, and concentrated to dryness under vacuum, thus obtaining 7.1 g of crude ... Starting materials: [Cl-].[NH4+] (ammonium chloride), BrC1=CC=C(C=C1)CC#N ((4-bromophenyl)acetonitrile), CN(C=O)C (N,N-dimethylformamide), IC (Iodomethane), [H-].[Na+] (sodium hydride). Reaction conditions: temperature 0 celsius, time 10 minute. Product: BrC1=CC=C(C=C1)C(C#N)(C)C (2-(4-bromophenyl)-2-methylpropanenitrile). The yield is 96.0%. RXN SMILES: [Br:1][C:2]1[CH:7]=[CH:6][C:5]([CH2:8][C:9]#N)=[CH:4][CH:3]=1.[H-].[Na+].I[CH3:14].[Cl-].[NH4+].C[N:18]([CH3:21])C=O>>[Br:1][C:2]1[CH:7]=[CH:6][C:5]([C:8]([CH3:9])([CH3:14])[C:21]#[N:18])=[CH:4][CH:3]=1 |f:1.2,4.5|. Procedure: To a solution of (4-bromophenyl)acetonitrile (3 g) in N,N-dimethylformamide (45 ml) chilled to 0° C. was added sodium hydride (55 wt %, 1.47 g) portionwise. The reaction mixture was stirred at the same temperature for 15 min Iodomethane (2.86 mL) was added to the mixture at 0° C. dropwise. After being stirred at 0° C. for 10 min then at room temperature for 1 h, the reaction mixture was poured into ammonium chloride aqueous solution and extracted with diisopropyl ether (3 times) and washed with ... Starting materials: OC1=CC=C(C=C1)C1(CCN(CC1)C=1C=CC=2N(N1)C(=NN2)C(F)(F)F)O (4-(4-hydroxyphenyl)-1-[3-(trifluoromethyl)[1,2,4]triazolo[4,3-b]pyridazin-6-yl]piperidin-4-ol), CN(CCO)C (2-(dimethylamino)ethanol). Product: CN(CCOC1=CC=C(C=C1)C1(CCN(CC1)C=1C=CC=2N(N1)C(=NN2)C(F)(F)F)O)C (4-[4-[2-(dimethylamino)ethoxy]phenyl]-1-[3-(trifluoromethyl)[1,2,4]triazolo[4,3-b]pyridazin-6-yl]piperidin-4-ol). The yield is 74.0%. Reaction SMILES: [OH:1][C:2]1[CH:7]=[CH:6][C:5]([C:8]2([OH:27])[CH2:13][CH2:12][N:11]([C:14]3[CH:15]=[CH:16][C:17]4[N:18]([C:20]([C:23]([F:26])([F:25])[F:24])=[N:21][N:22]=4)[N:19]=3)[CH2:10][CH2:9]2)=[CH:4][CH:3]=1.[CH3:28][N:29]([CH3:33])[CH2:30][CH2:31]O>>[CH3:28][N:29]([CH3:33])[CH2:30][CH2:31][O:1][C:2]1[CH:7]=[CH:6][C:5]([C:8]2([OH:27])[CH2:13][CH2:12][N:11]([C:14]3[CH:15]=[CH:16][C:17]4[N:18]([C:20]([C:23]([F:26])([F:25])[F:24])=[N:21][N:22]=4)[N:19]=3)[CH2:10][CH2:9]2)=[CH:4][CH:3]=1. Procedure: Obtained in 74% yield by an analogous method to Example 860, starting from 4-(4-hydroxyphenyl)-1-[3-(trifluoromethyl)[1,2,4]triazolo[4,3-b]pyridazin-6-yl]piperidin-4-ol and 2-(dimethylamino)ethanol. The reactants are CCOCc1nc2cnc3cc(Br)ccc3c2n1CCCCCl, CC([O-])=S, [K+], CN(C)C=O. Yields the product CCOCc1nc2cnc3cc(Br)ccc3c2n1CCCCSC(C)=O. As a reaction SMILES: [Br:6][c:7]1[cH:8][cH:9][c:10]2[c:11]3[c:12]([cH:13][n:14][c:15]2[cH:16]1)[n:17][c:18]([CH2:25][O:26][CH2:27][CH3:28])[n:19]3[CH2:20][CH2:21][CH2:22][CH2:23][Cl:24].[C:1]([CH3:2])(=[S:3])[O-:4].[K+:5].[O:29]=[CH:30][N:31]([CH3:32])[CH3:33]>>[C:1]([CH3:2])([S:3][CH2:23][CH2:22][CH2:21][CH2:20][n:19]1[c:11]2[c:10]3[cH:9][cH:8][c:7]([Br:6])[cH:16][c:15]3[n:14][cH:13][c:12]2[n:17][c:18]1[CH2:25][O:26][CH2:27][CH3:28])=[O:4].